From a dataset of the Open Reaction Database (ORD), a public repository of structured organic reaction records. describe an organic reaction: reactants, conditions, products, and yield The reactants are Cl (hydrochloric acid), S(=O)(=O)(O)C1=CC=C(C)C=C1.C(C1=CC=CC=C1)N1CC=C(CC1)C1=CC=C(C=C1)F (1-benzyl-4-(4-fluorophenyl)-1,2,5,6-tetrahyropyridine tosylate), C=O (paraformaldehyde), [OH-].[Na+] (sodium hydroxide), S(O)(O)(=O)=O (sulfuric acid). Solvent: O (water), C1(=CC=CC=C1)C (toluene), O (water), O (water). The product is S(=O)(=O)(O)C1=CC=C(C)C=C1.C(C1=CC=CC=C1)N1C(C(C(=CC1)C1=CC=C(C=C1)F)O)C ((±)-1-Benzyl-4-(4-fluorophenyl)-3-hydroxy-methyl-1,2,3,6-tetrahydropyridine Tosylate). Yield: 59.6%. RXN SMILES: S(=O)(=O)(O)O.Cl.[S:7]([C:11]1[CH:17]=[CH:16][C:14]([CH3:15])=[CH:13][CH:12]=1)([OH:10])(=[O:9])=[O:8].[CH2:18]([N:25]1[CH2:30][CH2:29][C:28]([C:31]2[CH:36]=[CH:35][C:34]([F:37])=[CH:33][CH:32]=2)=[CH:27][CH2:26]1)[C:19]1[CH:24]=[CH:23][CH:22]=[CH:21][CH:20]=1.[CH2:38]=[O:39].[OH-].[Na+]>O.C1(C)C=CC=CC=1>[S:7]([C:11]1[CH:17]=[CH:16][C:14]([CH3:15])=[CH:13][CH:12]=1)([OH:10])(=[O:9])=[O:8].[CH2:18]([N:25]1[CH2:26][CH:27]=[C:28]([C:31]2[CH:36]=[CH:35][C:34]([F:37])=[CH:33][CH:32]=2)[CH:38]([OH:39])[CH:30]1[CH3:29])[C:19]1[CH:20]=[CH:21][CH:22]=[CH:23][CH:24]=1 |f:2.3,5.6,9.10|. Procedure details: After adding portionwise 140 ml of concentrated sulfuric acid to 160 ml of water under stirring and cooling, 40 ml of concentrated hydrochloric acid, 88 g (0,2 mol) of 1-benzyl-4-(4-fluorophenyl)-1,2,5,6-tetrahyropyridine tosylate and 8 g (0.267 mol) of paraformaldehyde are added at room temperature. The mixture is stirred at 80° C. for one hour, 300 ml of toluene and then 300 ml of water are added. Finally, the mixture is alkalinized by adding a solution of 240 g of sodium hydroxide in 500 ml o... Starting materials: COC=1C=C2C=CC(=CC2=CC1)C=1N=C(NC1C1=CC=NC=C1)C(CN)(C)C (2-(4-(6-methoxy-napthalen-2-yl)-5-pyridin-4-yl-1H-imidazol-2-yl)-2-methyl-propylamine), C(CC)N=C=O (n-propyl isocyanate). Product: C(CC)NC(=O)NCC(C)(C)C=1NC(=C(N1)C1=CC2=CC=C(C=C2C=C1)OC)C1=CC=NC=C1 (1-n-Propyl-3-(2-(4-(6-methoxy-napthalen-2-yl)-5-pyridin-4-yl-1H-imidazol-2-yl)-2-methyl-propyl)-urea). Yield: 49.0%. RXN SMILES: [CH3:1][O:2][C:3]1[CH:4]=[C:5]2[C:10](=[CH:11][CH:12]=1)[CH:9]=[C:8]([C:13]1[N:14]=[C:15]([C:24]([CH3:28])([CH3:27])[CH2:25][NH2:26])[NH:16][C:17]=1[C:18]1[CH:23]=[CH:22][N:21]=[CH:20][CH:19]=1)[CH:7]=[CH:6]2.[CH2:29]([N:32]=[C:33]=[O:34])[CH2:30][CH3:31]>>[CH2:29]([NH:32][C:33]([NH:26][CH2:25][C:24]([C:15]1[NH:16][C:17]([C:18]2[CH:23]=[CH:22][N:21]=[CH:20][CH:19]=2)=[C:13]([C:8]2[CH:7]=[CH:6][C:5]3[C:10](=[CH:11][CH:12]=[C:3]([O:2][CH3:1])[CH:4]=3)[CH:9]=2)[N:14]=1)([CH3:28])[CH3:27])=[O:34])[CH2:30][CH3:31]. Procedure details: The title compound (12 mg, 49%) was prepared starting from the product of Example 2 and n-propyl isocyanate using the method described in Example 10; MS(ES) m/e 458 [M+H]+. Reactants: BrCC(=O)OC (methyl bromoacetate), ClC=1C=C2C(C(C(OC2=CC1)(C)C)O)CS(=O)(=O)NCC(=O)OC (Methyl [(6-chloro-3-hydroxy-2,2-dimethylchroman-4-yl)methanesulfonylamino]acetate), ClC=1C=C2C(C(C(OC2=CC1)(C)C)O)NS(=O)(=O)C (N-(6-chloro-3-hydroxy-2,2-dimethylchroman-4-yl)methanesulfonamide), [H-].[Na+] (sodium hydride). Solvent: CN(C)C=O (DMF), CC(OCC)=O (EA). Run at time 1 hour. Product: ClC=1C=C2C(C(C(OC2=CC1)(C)C)O)N(S(=O)(=O)C)CC(=O)OC (methyl [(6-chloro-3-hydroxy-2,2-dimethylchroman-4-yl)-methanesulfonylamino]acetate). Reaction SMILES: ClC1C=C2C(=CC=1)OC(C)(C)C(O)C2CS(N[CH2:20][C:21]([O:23][CH3:24])=[O:22])(=O)=O.[Cl:25][C:26]1[CH:27]=[C:28]2[C:33](=[CH:34][CH:35]=1)[O:32][C:31]([CH3:37])([CH3:36])[CH:30]([OH:38])[CH:29]2[NH:39][S:40]([CH3:43])(=[O:42])=[O:41].[H-].[Na+].BrCC(OC)=O>CN(C=O)C.CC(=O)OCC>[Cl:25][C:26]1[CH:27]=[C:28]2[C:33](=[CH:34][CH:35]=1)[O:32][C:31]([CH3:37])([CH3:36])[CH:30]([OH:38])[CH:29]2[N:39]([CH2:20][C:21]([O:23][CH3:24])=[O:22])[S:40]([CH3:43])(=[O:42])=[O:41] |f:2.3|. Procedure details: Methyl [(6-chloro-3-hydroxy-2,2-dimethylchroman-4-yl)methanesulfonylamino]acetate A solution of 3.0 g (10 mmol) of N-(6-chloro-3-hydroxy-2,2-dimethylchroman-4-yl)methanesulfonamide was added dropwise to a solution of 0.33 g (11.3 mmol) of 80 percent sodium hydride in 25 ml of DMF and the mixture was additionally stirred at RT for 1 h. 1.53 g (10 mmol) of methyl bromoacetate were then added, the mixture was stirred overnight at RT and then the solvent was stripped off in vacuo. The residue was ta... Starting materials: OCCN1C=C(C(C2=CC(=C(C(=C12)F)F)F)=O)C(=O)O (1-(2-hydroxyethyl)-6,7,8-trifluoro-1,4-dihydro-4-oxoquinoline-3-carboxylic acid), N=1C=CN2C1CNCC2 (5,6,7,8-tetrahydroimidazo[1,2-a]pyrazine). Yields the product OCCN1C=C(C(C2=CC(=C(C(=C12)F)N1CC=2N(CC1)C=CN2)F)=O)C(=O)O (1-(2-Hydroxyethyl)-6,8-difluoro-7-(5,6,7,8-tetrahydroimidazo[1,2-a]pyrazin-7-yl)-1,4-dihydro-4-oxoquinoline-3-carboxylic acid). RXN SMILES: [OH:1][CH2:2][CH2:3][N:4]1[C:13]2[C:8](=[CH:9][C:10]([F:16])=[C:11](F)[C:12]=2[F:14])[C:7](=[O:17])[C:6]([C:18]([OH:20])=[O:19])=[CH:5]1.[N:21]1[CH:22]=[CH:23][N:24]2[CH2:29][CH2:28][NH:27][CH2:26][C:25]=12>>[OH:1][CH2:2][CH2:3][N:4]1[C:13]2[C:8](=[CH:9][C:10]([F:16])=[C:11]([N:27]3[CH2:28][CH2:29][N:24]4[CH:23]=[CH:22][N:21]=[C:25]4[CH2:26]3)[C:12]=2[F:14])[C:7](=[O:17])[C:6]([C:18]([OH:20])=[O:19])=[CH:5]1. Reported procedure: Using 1-(2-hydroxyethyl)-6,7,8-trifluoro-1,4-dihydro-4-oxoquinoline-3-carboxylic acid and 5,6,7,8-tetrahydroimidazo[1,2-a]pyrazine, the same procedure as in Production Example 1 was followed to yield the title compound. The reactants are Cc1ccc(F)cc1C1NC(=O)CC(c2cc(Br)ccc2OC(C)(C)C(=O)O)C12C(=O)Nc1cc(Cl)ccc12, O=C(n1ccnc1)n1ccnc1, CS(N)(=O)=O, [H-], [Na+], CN(C)C=O. The product is Cc1ccc(F)cc1C1NC(=O)CC(c2cc(Br)ccc2OC(C)(C)C(=O)NS(C)(=O)=O)C12C(=O)Nc1cc(Cl)ccc12. As a reaction SMILES: [Br:1][c:2]1[cH:3][cH:4][c:5]([O:33][C:34]([CH3:35])([CH3:36])[C:37](=[O:38])[OH:39])[c:6]([CH:8]2[CH2:9][C:10](=[O:32])[NH:11][CH:12]([c:24]3[c:25]([CH3:31])[cH:26][cH:27][c:28]([F:30])[cH:29]3)[C:13]23[C:14](=[O:23])[NH:15][c:16]2[cH:17][c:18]([Cl:22])[cH:19][cH:20][c:21]23)[cH:7]1.[C:40]([n:41]1[cH:42][cH:43][n:44][cH:45]1)([n:46]1[cH:47][cH:48][n:49][cH:50]1)=[O:51].[CH3:52][S:53](=[O:54])(=[O:55])[NH2:56].[H-:58].[Na+:57].[O:59]=[CH:60][N:61]([CH3:62])[CH3:63]>>[Br:1][c:2]1[cH:3][cH:4][c:5]([O:33][C:34]([CH3:35])([CH3:36])[C:37](=[O:39])[NH:56][S:53]([CH3:52])(=[O:54])=[O:55])[c:6]([CH:8]2[CH2:9][C:10](=[O:32])[NH:11][CH:12]([c:24]3[c:25]([CH3:31])[cH:26][cH:27][c:28]([F:30])[cH:29]3)[C:13]23[C:14](=[O:23])[NH:15][c:16]2[cH:17][c:18]([Cl:22])[cH:19][cH:20][c:21]23)[cH:7]1. Starting materials: CCc1cc(-c2nc(C)no2)c(C)nc1OC, CC#N, C[Si](C)(C)Cl, [I-], [Na+]. Product: CCc1cc(-c2nc(C)no2)c(C)[nH]c1=O. As a reaction SMILES: [CH2:1]([CH3:2])[c:3]1[c:4]([O:16][CH3:17])[n:5][c:6]([CH3:15])[c:7](-[c:9]2[n:10][c:11]([CH3:14])[n:12][o:13]2)[cH:8]1.[CH3:25][C:26]#[N:27].[Cl:20][Si:21]([CH3:22])([CH3:23])[CH3:24].[I-:19].[Na+:18]>>[CH2:1]([CH3:2])[c:3]1[c:4](=[O:16])[nH:5][c:6]([CH3:15])[c:7](-[c:9]2[n:10][c:11]([CH3:14])[n:12][o:13]2)[cH:8]1.